Task: describe an organic reaction: reactants, conditions, products, and yield. Dataset: the Open Reaction Database (ORD), a public repository of structured organic reaction records Starting materials: FC1=C(C=C(C=C1)B(O)O)C1=CN=NC=C1 (4-Fluoro-3-(pyridazin-4-yl)phenylboronic acid), BrC1=CN=C2N1N=CC(=N2)C(C)(C)O (2-(7-bromoimidazo[1,2-b][1,2,4]triazin-3-yl)propan-2-ol). Product: FC1=C(C=C(C=C1)C1=CN=C2N1N=CC(=N2)C(C)(C)O)C2=CN=NC=C2 (2-[7-(4-Fluoro-3-(pyridazin-4-yl)phenyl)imidazo[1,2-b][1,2,4]triazin-3-yl]-propan-2-ol). RXN SMILES: [F:1][C:2]1[CH:7]=[CH:6][C:5](B(O)O)=[CH:4][C:3]=1[C:11]1[CH:16]=[CH:15][N:14]=[N:13][CH:12]=1.Br[C:18]1[N:22]2[N:23]=[CH:24][C:25]([C:27]([OH:30])([CH3:29])[CH3:28])=[N:26][C:21]2=[N:20][CH:19]=1>>[F:1][C:2]1[CH:7]=[CH:6][C:5]([C:18]2[N:22]3[N:23]=[CH:24][C:25]([C:27]([OH:30])([CH3:28])[CH3:29])=[N:26][C:21]3=[N:20][CH:19]=2)=[CH:4][C:3]=1[C:11]1[CH:16]=[CH:15][N:14]=[N:13][CH:12]=1. Reported procedure: 4-Fluoro-3-(pyridazin-4-yl)phenylboronic acid (300 mg, 1.38 mmol) was coupled to 2-(7-bromoimidazo[1,2-b][1,2,4]triazin-3-yl)propan-2-ol (100 mg, 0.39 mmol) using the method of Example 20. Purification by chromatography (silica gel, 3% MeOH/CH2Cl2) then dissolving in toluene and washing with water followed by recrystallisation from hot toluene with isohexane gave the title compound as a yellow solid: 1H NMR (400 MHz, CDCl3) δ 1.73 (6H, s), 3.23 (1H, s), 7.41 (1H, dd, J 10, 9 Hz), 7.75-7.78 (1H, ... Reactants: O=C([O-])[O-], CCCCNc1nc(N)c2nc(OC)[nH]c2n1, CS(=O)(=O)OCCC1CCCCO1, O=C(O)C(F)(F)F, [K+], [K+], CN(C)C=O. Product: CCCCNc1nc(N)c2nc(OC)n(CCC3CCCCO3)c2n1. Reaction SMILES: [C:25](=[O:26])([O-:27])[O-:28].[CH2:8]([CH2:9][CH2:10][CH3:11])[NH:12][c:13]1[n:14][c:15]([NH2:24])[c:16]2[n:17][c:18]([O:22][CH3:23])[nH:19][c:20]2[n:21]1.[CH3:31][S:32]([O:33][CH2:36][CH2:37][CH:38]1[O:39][CH2:40][CH2:41][CH2:42][CH2:43]1)(=[O:34])=[O:35].[F:1][C:2]([F:3])([F:4])[C:5]([OH:6])=[O:7].[K+:29].[K+:30].[O:44]=[CH:45][N:46]([CH3:47])[CH3:48]>>[CH2:8]([CH2:9][CH2:10][CH3:11])[NH:12][c:13]1[n:14][c:15]([NH2:24])[c:16]2[n:17][c:18]([O:22][CH3:23])[n:19]([CH2:36][CH2:37][CH:38]3[O:39][CH2:40][CH2:41][CH2:42][CH2:43]3)[c:20]2[n:21]1. Starting materials: COS(=O)(=O)OC, CC(C)=O, O=C(O)c1cccnc1Nc1ccc(-c2cccc(O)c2)cc1F, [Na+], O=C([O-])O. Yields the product COC(=O)c1cccnc1Nc1ccc(-c2cccc(O)c2)cc1F. RXN SMILES: [CH3:30][O:31][S:32]([O:33][CH3:34])(=[O:35])=[O:36].[CH3:37][C:38](=[O:39])[CH3:40].[F:1][c:2]1[cH:3][c:4](-[c:18]2[cH:19][c:20]([OH:24])[cH:21][cH:22][cH:23]2)[cH:5][cH:6][c:7]1[NH:8][c:9]1[c:10]([C:11](=[O:12])[OH:13])[cH:14][cH:15][cH:16][n:17]1.[Na+:29].[O-:25][C:26]([OH:27])=[O:28]>>[F:1][c:2]1[cH:3][c:4](-[c:18]2[cH:19][c:20]([OH:24])[cH:21][cH:22][cH:23]2)[cH:5][cH:6][c:7]1[NH:8][c:9]1[c:10]([C:11](=[O:12])[O:13][CH3:26])[cH:14][cH:15][cH:16][n:17]1. Isolated yield 60.3%. The solvent is C(C)O (ethanol). As a reaction SMILES: C1(C[C:8]([C:17]2[CH:22]=[CH:21][C:20]([N+:23]([O-])=O)=[CH:19][C:18]=2[F:26])(C([O-])=O)[C:9]([O:11][CH2:12][CH3:13])=[O:10])C=CC=CC=1.C([O-])=O.[NH4+]>C(O)C.[Pd]>[CH2:12]([O:11][C:9](=[O:10])[CH2:8][C:17]1[CH:22]=[CH:21][C:20]([NH2:23])=[CH:19][C:18]=1[F:26])[CH3:13] |f:1.2|. The reactants are C1(=CC=CC=C1)CC(C(=O)OCC)(C(=O)[O-])C1=C(C=C(C=C1)[N+](=O)[O-])F (Ethyl phenylmethyl(2-fluoro-4-nitrophenyl)propanedioate), C(=O)[O-].[NH4+] (ammonium formate). The reagents and catalysts are [Pd] (palladium on carbon). Product: C(C)OC(CC1=C(C=C(C=C1)N)F)=O (Ethyl(4-amino-2-fluorophenyl)acetate). Procedure: Ethyl phenylmethyl(2-fluoro-4-nitrophenyl)propanedioate (3.86 g, 10.6 mmol) dissolved in ethanol, was treated with ammonium formate (6.7 g, 10.6 mmol) and palladium on carbon 10% paste (380 mg) was added under argon. The reaction mixture was refluxed for 3 hours, cooled and filtered. Evaporated and purified by chromatography on silica gel eluting with ethyl acetate/hexane (1:1) to give the title compound as a yellow oil (1.26 g). LC/MS: Rt=2.10, [MH]+ 198. The reactants are II (iodine), [Mg] (magnesium ribbon), C(C)(=O)C1=CC2=C(OCO2)C=C1 (5-acetyl-1,3-benzodioxole), [Cl-].[NH4+] (ammonium chloride), BrCC (bromoethane). Solvent: O1CCCC1 (tetrahydrofuran), O1CCCC1 (tetrahydrofuran), O (water). Run at time 20 minute. Yields the product O1COC2=C1C=CC(=C2)C(C)(CC)O (2-(1,3-Benzodioxol-5-yl)-2-butanol). Yield: 95.9%. As a reaction SMILES: II.[Mg].Br[CH2:5][CH3:6].[C:7]([C:10]1[CH:18]=[CH:17][C:13]2[O:14][CH2:15][O:16][C:12]=2[CH:11]=1)(=[O:9])[CH3:8].[Cl-].[NH4+]>O1CCCC1.O>[O:14]1[C:13]2[CH:17]=[CH:18][C:10]([C:7]([OH:9])([CH2:5][CH3:6])[CH3:8])=[CH:11][C:12]=2[O:16][CH2:15]1 |f:4.5|. Reported procedure: 15 ml of tetrahydrofuran and a catalytic amount of iodine were added to 340 mg of magnesium ribbon to obtain a mixture. 1.59 g of bromoethane was gradually added to the mixture in a stream of nitrogen in such a way that the reaction system was mildly refluxed. The resulting mixture was heated under reflux for 30 minutes and cooled, followed by the addition of a solution of 2 g of 5-acetyl-1,3-benzodioxole in tetrahydrofuran. The obtained mixture was stirred at a room temperature for 20 minutes, ... The reactants are CC1=CC2=C(S1)NC=3C=CC=CC3N=C2N4CCN(CC4)C (olanzapine), C(C)S(=O)(=O)O (ethane sulfonic acid). The solvent is CC(=O)C (acetone), CC(=O)C (acetone). Run at time 3 hour. Product: CC1=CC2=C(S1)NC=3C=CC=CC3N=C2N4CCN(CC4)C.S(=O)(=O)([O-])CC (Olanzapine Esylate). RXN SMILES: [CH3:1][C:2]1[S:6][C:5]2[NH:7][C:8]3[CH:9]=[CH:10][CH:11]=[CH:12][C:13]=3[N:14]=[C:15]([N:16]3[CH2:21][CH2:20][N:19]([CH3:22])[CH2:18][CH2:17]3)[C:4]=2[CH:3]=1.[CH2:23]([S:25]([OH:28])(=[O:27])=[O:26])[CH3:24]>CC(C)=O>[CH3:1][C:2]1[S:6][C:5]2[NH:7][C:8]3[CH:9]=[CH:10][CH:11]=[CH:12][C:13]=3[N:14]=[C:15]([N:16]3[CH2:17][CH2:18][N:19]([CH3:22])[CH2:20][CH2:21]3)[C:4]=2[CH:3]=1.[S:25]([CH2:23][CH3:24])([O-:28])(=[O:27])=[O:26] |f:3.4|. Procedure details: To a solution of 5.0 g of olanzapine base in 150 ml acetone was added 1.76 g ethane sulfonic acid in 50 ml acetone at room temperature. Immediately a solid started to form. After stirring for 3 hours, the crystals were isolated by filtration and washed with 50 ml acetone. Yield: 6.59 g (97%). Starting materials: N(=O)[O-].[Na+] (sodium nitrite), C(C)(=O)O (acetic acid), C([O-])([O-])=O.[Na+].[Na+] (sodium carbonate), FC(CN1CCNCC1)(F)F (1-(2,2,2-trifluoroethyl)piperazine). Solvent: O (water), C(C)(=O)OCC (ethyl acetate), O (water). Reaction conditions: time 1 hour. Product: N(=O)N1CCN(CC1)CC(F)(F)F (1-nitroso-4-(2,2,2-trifluoroethyl)piperazine). As a reaction SMILES: [F:1][C:2]([F:11])([F:10])[CH2:3][N:4]1[CH2:9][CH2:8][NH:7][CH2:6][CH2:5]1.[N:12]([O-])=[O:13].[Na+].C(O)(=O)C.C(=O)([O-])[O-].[Na+].[Na+]>O.C(OCC)(=O)C>[N:12]([N:7]1[CH2:6][CH2:5][N:4]([CH2:3][C:2]([F:1])([F:10])[F:11])[CH2:9][CH2:8]1)=[O:13] |f:1.2,4.5.6|. Reported procedure: To a solution of 1-(2,2,2-trifluoroethyl)piperazine (4.88 g, 29.0 mmol) in water (4.9 mL) that cooled with ice bath, a solution of sodium nitrite (4.04 g, 58.6 mmol) in water (20 mL) and acetic acid (5.0 mL, 87.0 mmol) were added dropwise slowly, then the mixture was stirred for 1 h. The reaction mixture was all owed to warm to ambient temperature, stirred for further 2 h. The reaction mixture was adjusted to pH9 using sodium carbonate, diluted with ethyl acetate and washed with water and brine.... Reactants: C(C1=CC=CC=C1)O[C@@H]1C(O[C@@]([C@@H]([C@H]1OCC1=CC=CC=C1)OCC1=CC=CC=C1)(OC)C1=CC(=C(C=C1)Cl)CC1=CC=C(C=C1)OCC1=CC=CC=C1)(CO)CO ([(3S,4S,5R,6S)-3,4,5-tribenzyloxy-6-[3-[(4-benzyloxyphenyl)methyl]-4-chloro-phenyl]-2-(hydroxymethyl)-6-methoxy-tetrahydropyran-2-yl]methanol), O.C1(=CC=C(C=C1)S(=O)(=O)O)C (p-toluenesulfonic acid monohydrate). The solvent is ClCCl (dichloromethane). Conditions: time 16 hour. The product is C(C1=CC=CC=C1)O[C@@H]1[C@@]2(CO[C@]([C@@H]([C@H]1OCC1=CC=CC=C1)OCC1=CC=CC=C1)(O2)C2=CC(=C(C=C2)Cl)CC2=CC=C(C=C2)OCC2=CC=CC=C2)CO ([(1S,2S,3S,4R,5S)-2,3,4-tribenzyloxy-5-[3-[(4-benzyloxyphenyl)methyl]-4-chloro-phenyl]-6,8-dioxabicyclo[3.2.1]octan-1-yl]methanol). Isolated yield 5.9%. RXN SMILES: [CH2:1]([O:8][C@H:9]1[C@H:14]([O:15][CH2:16][C:17]2[CH:22]=[CH:21][CH:20]=[CH:19][CH:18]=2)[C@@H:13]([O:23][CH2:24][C:25]2[CH:30]=[CH:29][CH:28]=[CH:27][CH:26]=2)[C@@:12]([C:33]2[CH:38]=[CH:37][C:36]([Cl:39])=[C:35]([CH2:40][C:41]3[CH:46]=[CH:45][C:44]([O:47][CH2:48][C:49]4[CH:54]=[CH:53][CH:52]=[CH:51][CH:50]=4)=[CH:43][CH:42]=3)[CH:34]=2)([O:31][CH3:32])[O:11][C:10]1(CO)[CH2:55][OH:56])[C:2]1[CH:7]=[CH:6][CH:5]=[CH:4][CH:3]=1.O.C1(C)C=CC(S(O)(=O)=O)=CC=1>ClCCl>[CH2:1]([O:8][C@H:9]1[C@H:14]([O:15][CH2:16][C:17]2[CH:18]=[CH:19][CH:20]=[CH:21][CH:22]=2)[C@@H:13]([O:23][CH2:24][C:25]2[CH:30]=[CH:29][CH:28]=[CH:27][CH:26]=2)[C@:12]2([C:33]3[CH:38]=[CH:37][C:36]([Cl:39])=[C:35]([CH2:40][C:41]4[CH:42]=[CH:43][C:44]([O:47][CH2:48][C:49]5[CH:54]=[CH:53][CH:52]=[CH:51][CH:50]=5)=[CH:45][CH:46]=4)[CH:34]=3)[O:11][C@@:10]1([CH2:55][OH:56])[CH2:32][O:31]2)[C:2]1[CH:7]=[CH:6][CH:5]=[CH:4][CH:3]=1 |f:1.2|. Procedure: To a solution of [(3S,4S,5R,6S)-3,4,5-tribenzyloxy-6-[3-[(4-benzyloxyphenyl)methyl]-4-chloro-phenyl]-2-(hydroxymethyl)-6-methoxy-tetrahydropyran-2-yl]methanol 25k (1.04 g, 13 mmol) in dichloromethane (100 mL) was added p-toluenesulfonic acid monohydrate (123 mg, 0.65 mmol) at 0° C. The mixture was warmed up to room temperature and stirred for 16 hours. The reaction mixture was quenched with saturated aqueous sodium bicarbonate (10 mL) and partitioned. The organic layer was washed with water (30 ...